Dataset: the Open Reaction Database (ORD), a public repository of structured organic reaction records. Task: describe an organic reaction: reactants, conditions, products, and yield The reactants are ClC=1C=CN2C(C(=CC(=C2C1C)C1CC1)C(=O)OC)=O (methyl 8-chloro-1-cyclopropyl-9-methyl-4-oxo-4H-quinolizine-3-carboxylate), FC=1C=NC=CC1B(O)O ((3-fluoropyridin-4-yl)-boronic acid). Product: FC=1C=NC=CC1C=1C=CN2C(C(=CC(=C2C1C)C1CC1)C(=O)OC)=O (methyl 8-(3-fluoropyridin-4-yl)-1-cyclopropyl-9-methyl-4-oxo-4H-quinolizine-3-carboxylate). Yield: 65.1%. As a reaction SMILES: Cl[C:2]1[CH:3]=[CH:4][N:5]2[C:10]([C:11]=1[CH3:12])=[C:9]([CH:13]1[CH2:15][CH2:14]1)[CH:8]=[C:7]([C:16]([O:18][CH3:19])=[O:17])[C:6]2=[O:20].[F:21][C:22]1[CH:23]=[N:24][CH:25]=[CH:26][C:27]=1B(O)O>>[F:21][C:22]1[CH:23]=[N:24][CH:25]=[CH:26][C:27]=1[C:2]1[CH:3]=[CH:4][N:5]2[C:10]([C:11]=1[CH3:12])=[C:9]([CH:13]1[CH2:15][CH2:14]1)[CH:8]=[C:7]([C:16]([O:18][CH3:19])=[O:17])[C:6]2=[O:20]. Reported procedure: Methyl 8-(3-fluoropyridin-4-yl)-1-cyclopropyl-9-methyl-4-oxo-4H-quinolizine-3-carboxylate was prepared according to General Procedure A from methyl 8-chloro-1-cyclopropyl-9-methyl-4-oxo-4H-quinolizine-3-carboxylate (100 mg, 0.34 mmol) and (3-fluoropyridin-4-yl)-boronic acid (65.3 mg, 0.41 mmol). Purification by flash silica column chromatography (DCM:MeOH) (1:0 to 9:1) afforded the title compound as a yellow solid (78 mg, 65%).